From a dataset of the Open Reaction Database (ORD), a public repository of structured organic reaction records. describe an organic reaction: reactants, conditions, products, and yield Starting materials: [OH-].[K+] (potassium hydroxide), ClC=1C=C(C=CC1)N1N=C(C=C1C1=CC(=CC=C1)C(F)(F)F)C(=O)OCC (Ethyl 1-(3-chlorophenyl)-5-[3-(trifluoromethyl)phenyl]-1H-pyrazole-3-carboxylate), Cl (hydrochloric acid). The solvent is O (water), CO (methanol). Reaction conditions: time 30 minute. Product: ClC=1C=C(C=CC1)N1N=C(C=C1C1=CC(=CC=C1)C(F)(F)F)C(=O)O (1-(3-Chlorophenyl)-5-[3-(trifluoromethyl)phenyl]-1H-pyrazole-3-carboxylic acid). Isolated yield 93.0%. RXN SMILES: [OH-].[K+].[Cl:3][C:4]1[CH:5]=[C:6]([N:10]2[C:14]([C:15]3[CH:20]=[CH:19][CH:18]=[C:17]([C:21]([F:24])([F:23])[F:22])[CH:16]=3)=[CH:13][C:12]([C:25]([O:27]CC)=[O:26])=[N:11]2)[CH:7]=[CH:8][CH:9]=1.Cl>CO.O>[Cl:3][C:4]1[CH:5]=[C:6]([N:10]2[C:14]([C:15]3[CH:20]=[CH:19][CH:18]=[C:17]([C:21]([F:24])([F:23])[F:22])[CH:16]=3)=[CH:13][C:12]([C:25]([OH:27])=[O:26])=[N:11]2)[CH:7]=[CH:8][CH:9]=1 |f:0.1|. Reported procedure: 8.5 g (152 mmol) of potassium hydroxide are added to a solution of 6 g (15.2 mmol) of ethyl 1-(3-chlorophenyl)-5-[3-(trifluoromethyl)phenyl]-1H-pyrazole-3-carboxylate from example 4A in 80 ml of methanol and the mixture is stirred for 30 minutes under reflux. The reaction mixture is diluted with water and rendered acidic using 1 molar hydrochloric acid. The mixture is extracted with ethyl acetate. The organic phase is washed with a sodium chloride solution, dried over sodium sulfate and concentr...